describe an organic reaction: reactants, conditions, products, and yield From a dataset of the Open Reaction Database (ORD), a public repository of structured organic reaction records. Starting materials: OC=C1C(OC2=CC=CC=C2C1=O)C1=CC=CC=C1 (3-hydroxymethylidene-flavanone), N1C=NC=C1 (imidazole). Run in C(C)O (ethanol). Product: N1(C=NC=C1)C=C1C(OC2=CC=CC=C2C1=O)C1=CC=CC=C1 (3-(1-imidazolyl)methylidene-flavanone). As a reaction SMILES: O[CH:2]=[C:3]1[C:12](=[O:13])[C:11]2[C:6](=[CH:7][CH:8]=[CH:9][CH:10]=2)[O:5][CH:4]1[C:14]1[CH:19]=[CH:18][CH:17]=[CH:16][CH:15]=1.[NH:20]1[CH:24]=[CH:23][N:22]=[CH:21]1>C(O)C>[N:20]1([CH:2]=[C:3]2[C:12](=[O:13])[C:11]3[C:6](=[CH:7][CH:8]=[CH:9][CH:10]=3)[O:5][CH:4]2[C:14]2[CH:19]=[CH:18][CH:17]=[CH:16][CH:15]=2)[CH:24]=[CH:23][N:22]=[CH:21]1. Reported procedure: A solution containing 1 g 3-hydroxymethylidene-flavanone and 0.3 g imidazole in 10 ml absolute ethanol is refluxed for 10 minutes then cooled on an ice bath. After evaporation the oil is dissolved in methylene chloride and purified by acidic extraction. The resulting oil is crystallized in a mixture of hexane and ethyl acetate. Pure 3-(1-imidazolyl)methylidene-flavanone is obtained as white crystals; m.p. 129°-131° C.